This data is from the Open Reaction Database (ORD), a public repository of structured organic reaction records. The task is: describe an organic reaction: reactants, conditions, products, and yield The reactants are O=C1N=C(C2=C1C(=NC2=O)C2=CC=C(C=C2)C)C2=CC=C(C=C2)C (1,4-diketo-3,6-di-(4'-methylphenyl)pyrrolo-[3,4-c]-pyrrole), C([O-])([O-])=O.[K+].[K+] (potassium carbonate), C1(=CC=C(C=C1)S(=O)(=O)OC)C (methyl p-toluenesulfonate), [N+](=O)([O-])C1=CC=CC=C1 (nitrobenzene). Procedure details: 9.5 Parts of 1,4-diketo-3,6-di-(4'-methylphenyl)pyrrolo-[3,4-c]-pyrrole, 9 parts of anhydrous potassium carbonate, 24 parts of methyl p-toluenesulfonate and 110 parts of nitrobenzene are stirred at 200° C. for 1/2 hour. After the mixture has been cooled, the dye is filtered off and washed with a little nitrobenzene and then with methanol and hot water. After drying, 5.8 parts of 1,4-diketo-2,5-dimethyl-3,6-di-(4'-methylphenyl)-pyrrolo-[3,4-c]-pyrrole are obtained in the form of yellowish-tinged ... Reaction SMILES: [O:1]=[C:2]1[C:6]2[C:7]([C:11]3[CH:16]=[CH:15][C:14]([CH3:17])=[CH:13][CH:12]=3)=[N:8][C:9](=O)[C:5]=2[C:4]([C:18]2[CH:23]=[CH:22][C:21]([CH3:24])=[CH:20][CH:19]=2)=[N:3]1.[C:25](=[O:28])([O-])[O-].[K+].[K+].[C:31]1(C)C=CC(S(OC)(=O)=O)=CC=1.[N+](C1C=CC=CC=1)([O-])=O>>[O:1]=[C:2]1[C:6]2=[C:7]([C:11]3[CH:16]=[CH:15][C:14]([CH3:17])=[CH:13][CH:12]=3)[N:8]([CH3:9])[C:25](=[O:28])[C:5]2=[C:4]([C:18]2[CH:23]=[CH:22][C:21]([CH3:24])=[CH:20][CH:19]=2)[N:3]1[CH3:31] |f:1.2.3|. Product: O=C1N(C(=C2C1=C(N(C2=O)C)C2=CC=C(C=C2)C)C2=CC=C(C=C2)C)C (1,4-diketo-2,5-dimethyl-3,6-di-(4'-methylphenyl)-pyrrolo-[3,4-c]-pyrrole), formula XIV. Reactants: C(=O)(C(F)(F)F)O (TFA), C(C)(C)(C)OC(=O)N1CCC2=C(CC1)C(=C(C=C2)Cl)CSC=2SC=C(N2)C (3-tert-butoxycarbonyl-7-chloro-6-(4-methyl-thiazol-2-ylthiomethyl)-2,3,4,5-tetrahydro-1H-benzo[d]azepine). Solvent: C(Cl)Cl (DCM). Reaction conditions: time 8 hour. Product: ClC1=C(C2=C(CCNCC2)C=C1)CSC=1SC=C(N1)C (7-chloro-6-(4-methyl-thiazol-2-ylthiomethyl)-2,3,4,5-tetrahydro-1H-benzo[d]azepine). Isolated yield 98.3%. As a reaction SMILES: C(O)(C(F)(F)F)=O.C(OC([N:15]1[CH2:21][CH2:20][C:19]2[C:22]([CH2:27][S:28][C:29]3[S:30][CH:31]=[C:32]([CH3:34])[N:33]=3)=[C:23]([Cl:26])[CH:24]=[CH:25][C:18]=2[CH2:17][CH2:16]1)=O)(C)(C)C>C(Cl)Cl>[Cl:26][C:23]1[CH:24]=[CH:25][C:18]2[CH2:17][CH2:16][NH:15][CH2:21][CH2:20][C:19]=2[C:22]=1[CH2:27][S:28][C:29]1[S:30][CH:31]=[C:32]([CH3:34])[N:33]=1. Procedure details: Add TFA (19 mL) to a solution of 3-tert-butoxycarbonyl-7-chloro-6-(4-methyl-thiazol-2-ylthiomethyl)-2,3,4,5-tetrahydro-1H-benzo[d]azepine (0.395 g, 0.93 mmol) in anhydrous DCM (19 mL) at room temperature and stir under nitrogen overnight. Concentrate the reaction mixture in vacuo and purify by SCX chromatography (10 g) eluting with DCM and then DCM/2M ammonia in methanol (1:1). Purify again by chromatography on silica gel (40 g) eluting with DCM/2M ammonia in methanol (1:0 to 9:1 gradient over 3... Reactants: CC(C)C(=O)Nc1cccc(C2CCNCC2)c1, COc1ccc(Oc2ccc(C=O)cc2)cc1. Product: COc1ccc(Oc2ccc(CN3CCC(c4cccc(NC(=O)C(C)C)c4)CC3)cc2)cc1. Reaction SMILES: [CH3:18][CH:19]([C:20](=[O:21])[NH:22][c:23]1[cH:24][c:25]([CH:29]2[CH2:30][CH2:31][NH:32][CH2:33][CH2:34]2)[cH:26][cH:27][cH:28]1)[CH3:35].[CH3:1][O:2][c:3]1[cH:4][cH:5][c:6]([O:7][c:8]2[cH:9][cH:10][c:11]([CH:12]=[O:13])[cH:14][cH:15]2)[cH:16][cH:17]1>>[CH3:1][O:2][c:3]1[cH:4][cH:5][c:6]([O:7][c:8]2[cH:9][cH:10][c:11]([CH2:12][N:32]3[CH2:31][CH2:30][CH:29]([c:25]4[cH:24][c:23]([NH:22][C:20]([CH:19]([CH3:18])[CH3:35])=[O:21])[cH:28][cH:27][cH:26]4)[CH2:34][CH2:33]3)[cH:14][cH:15]2)[cH:16][cH:17]1. Reactants: O1C(C1)COC=1C=CC2=C(N=C(S2)C2=CC=CC=C2)C1 (5-(Oxiran-2-ylmethoxy)-2-phenylbenzothiazole), compound 28, C1(=CC=CC=C1)C=1SC2=C(N1)C=C(C=C2)O (2-Phenylbenzothiazol-5-ol). Product: O1C(C1)COC1=CC=CC=2N=C(SC21)C2=CC=CC=C2 (7-(Oxiran-2-ylmethoxy)-2-phenylbenzothiazole). As a reaction SMILES: [O:1]1[CH2:3][CH:2]1[CH2:4][O:5][C:6]1[CH:7]=[CH:8][C:9]2[S:13][C:12]([C:14]3[CH:19]=[CH:18][CH:17]=[CH:16][CH:15]=3)=[N:11][C:10]=2[CH:20]=1.C1(C2SC3C=CC(O)=CC=3N=2)C=CC=CC=1>>[O:1]1[CH2:3][CH:2]1[CH2:4][O:5][C:6]1[C:20]2[S:13][C:12]([C:14]3[CH:19]=[CH:18][CH:17]=[CH:16][CH:15]=3)=[N:11][C:10]=2[CH:9]=[CH:8][CH:7]=1. Reported procedure: Compound 63 was prepared in the manner of compound 59 substituting deprotected compound 28 for compound 29 in example 9.